From a dataset of the Open Reaction Database (ORD), a public repository of structured organic reaction records. describe an organic reaction: reactants, conditions, products, and yield Starting materials: C(=O)([O-])[O-].[Cs+].[Cs+] (Cs2CO3), CN(C)C=O (DMF), BrC=1C=C2C(=CC(OC2=CC1)=O)O (6-Bromo-4-hydroxycoumarin), C(=O)([O-])[O-].[K+].[K+] (K2CO3), 2-3-(bromopropoxy)tetrahydro-2H-pyran. Run in CC(=O)C (acetone). Reaction conditions: temperature 55 celsius. Yields the product BrC=1C=CC2=C(C(=CC(O2)=O)OCCCOC2OCCCC2)C1 (6-Bromo-4-[3-(tetrahydro-pyran-2-yloxy)-propoxy]-1-benzopyran-2-one). The yield is 62.0%. Reaction SMILES: [Br:1][C:2]1[CH:3]=[C:4]2[C:9](=[CH:10][CH:11]=1)[O:8][C:7](=[O:12])[CH:6]=[C:5]2[OH:13].[C:14]([O-:17])([O-])=O.[K+].[K+].C([O-])([O-])=O.[Cs+].[Cs+].CN([CH:29]=[O:30])C>CC(C)=O>[Br:1][C:2]1[CH:11]=[CH:10][C:9]2[O:8][C:7](=[O:12])[CH:6]=[C:5]([O:13][CH2:11][CH2:2][CH2:3][O:17][CH:14]3[CH2:9][CH2:4][CH2:5][CH2:29][O:30]3)[C:4]=2[CH:3]=1 |f:1.2.3,4.5.6|. Procedure details: 6-Bromo-4-hydroxycoumarin (1.19 mmol, 0.287 g), K2CO3 (3.57 mmol, 0.493 g) and 2-3-(bromopropoxy)tetrahydro-2H-pyran (1.19 mmol, 0.264 g) is suspended in 10 mL of acetone, and is heated to 55° C. for 24 hrs at which time the reaction is not complete. Cs2CO3 (1.54 mmol, 0.5 g) and 5 mL of DMF are added and the reaction is heated for an additional 2 hrs. Twenty-five percent of the crude THP protected material is purified by HPLC to afford the title compound (70.8 mg, 62%); 1H NMR (CDCl3, 300 MHz) ... Reactants: COC(C1=CC(=CC=C1)[C@@H]1N(CCC1)C(NC1=CC(=CC=C1)C#N)=O)=O (3-[(R)-1-(3-cyano-phenylcarbamoyl)-pyrrolidin-2-yl]-benzoic acid methyl ester), [OH-].[Na+] (NaOH). Run in CO (MeOH). Reaction conditions: temperature 5 celsius. Yields the product C(#N)C=1C=C(C=CC1)NC(=O)N1[C@H](CCC1)C=1C=C(C(=O)O)C=CC1 (3-[(R)-1-(3-cyano-phenylcarbamoyl)-pyrrolidin-2-yl]-benzoic acid). Isolated yield 41.6%. As a reaction SMILES: C[O:2][C:3](=[O:26])[C:4]1[CH:9]=[CH:8][CH:7]=[C:6]([C@H:10]2[CH2:14][CH2:13][CH2:12][N:11]2[C:15](=[O:25])[NH:16][C:17]2[CH:22]=[CH:21][CH:20]=[C:19]([C:23]#[N:24])[CH:18]=2)[CH:5]=1.[OH-].[Na+]>CO>[C:23]([C:19]1[CH:18]=[C:17]([NH:16][C:15]([N:11]2[CH2:12][CH2:13][CH2:14][C@@H:10]2[C:6]2[CH:5]=[C:4]([CH:9]=[CH:8][CH:7]=2)[C:3]([OH:26])=[O:2])=[O:25])[CH:22]=[CH:21][CH:20]=1)#[N:24] |f:1.2|. Reported procedure: To a stifling solution of 3-[(R)-1-(3-cyano-phenylcarbamoyl)-pyrrolidin-2-yl]-benzoic acid methyl ester (1.086 g, 2.487 mmol) in MeOH (30 mL) at room temperature add 5 M NaOH aqueous solution (10 mL, 49.74 mmol) and stir the reaction at ambient temp for 18 h. Cool the reaction to 0° C. in ice and quench with slow addition of conc. HCl (5 mL) over 15 min, maintaining internal temp at 5° C., to a final pH of 1. Extract the cold suspension with EtOAc (2×100 mL), and wash the organics with water (2×... Reactants: FC1=CC(=C(C=C1C1=CC=CC=C1)C(=O)O)OC (6-fluoro-4-methoxy-biphenyl-3-carboxylic acid), C(C(=O)Cl)(=O)Cl (oxalyl chloride), Cl.[N+](=O)([O-])C=1C=C(CN)C=CC1 (3-nitrobenzylamine hydrochloride salt), amine. The reagents and catalysts are CN(C)C=O (DMF). Solvent: ClCCl (dichloromethane), ClCCl (dichloromethane). Conditions: temperature 40 celsius. Product: [N+](=O)([O-])C=1C=C(CNC(=O)C=2C=C(C(=CC2OC)F)C2=CC=CC=C2)C=CC1 (6-fluoro-4-methoxy-biphenyl-3-carboxylic acid 3-nitro-benzylamide). The yield is 64.8%. RXN SMILES: [F:1][C:2]1[C:7]([C:8]2[CH:13]=[CH:12][CH:11]=[CH:10][CH:9]=2)=[CH:6][C:5]([C:14]([OH:16])=O)=[C:4]([O:17][CH3:18])[CH:3]=1.C(Cl)(=O)C(Cl)=O.Cl.[N+:26]([C:29]1[CH:30]=[C:31]([CH:34]=[CH:35][CH:36]=1)[CH2:32][NH2:33])([O-:28])=[O:27]>ClCCl.CN(C=O)C>[N+:26]([C:29]1[CH:30]=[C:31]([CH:34]=[CH:35][CH:36]=1)[CH2:32][NH:33][C:14]([C:5]1[CH:6]=[C:7]([C:8]2[CH:9]=[CH:10][CH:11]=[CH:12][CH:13]=2)[C:2]([F:1])=[CH:3][C:4]=1[O:17][CH3:18])=[O:16])([O-:28])=[O:27] |f:2.3|. Procedure: A stirring slurry of 6-fluoro-4-methoxy-biphenyl-3-carboxylic acid (1.0 g, 4.06 mmol) in dichloromethane (8.2 mL, 0.5 M) was treated with oxalyl chloride (1.1 mL, 12.2 mmol) and DMF (1 drop). The mixture was heated to 40° C. until the solution was clear (1-2 h). Next, the mixture was allowed to cool to room temperature, concentrated under reduced pressure, and then diluted with dichloromethane (8.2 mL, 0.5 M). To the stirring mixture at 0° C. was added diisdpropylethyl amine (1.8 mL, 10.2 mmol) ... The reactants are CO, Cc1cc(NC(=O)C(F)(F)F)cc(C)c1C=O, [Na+], [OH-], O. Yields the product Cc1cc(N)cc(C)c1C=O. Reaction SMILES: [CH3:19][OH:20].[F:1][C:2]([F:3])([F:4])[C:16]([NH:5][c:6]1[cH:7][c:8]([CH3:15])[c:9]([CH:13]=[O:14])[c:10]([CH3:12])[cH:11]1)=[O:17].[Na+:22].[OH-:21].[OH2:18]>>[NH2:5][c:6]1[cH:7][c:8]([CH3:15])[c:9]([CH:13]=[O:14])[c:10]([CH3:12])[cH:11]1. Starting materials: CCOC(=O)C(=O)OCC, CC1(C)OCC(Cc2ccccc2)N1C(=O)C(=O)c1ccn(-c2ccc(-c3ccccc3)cc2)c1, c1ccc(-c2ccc(-c3ccco3)cc2)cc1. The product is CCOC(=O)C(=O)c1ccc(-c2ccc(-c3ccccc3)cc2)o1. As a reaction SMILES: [C:53]([C:54](=[O:55])[O:56][CH2:57][CH3:58])(=[O:59])[O:60][CH2:61][CH3:62].[CH2:1]([CH:2]1[CH2:3][O:4][C:5]([CH3:6])([CH3:7])[N:8]1[C:9](=[O:10])[C:11]([c:12]1[cH:13][cH:14][n:15](-[c:16]2[cH:17][cH:18][c:19](-[c:20]3[cH:21][cH:22][cH:23][cH:24][cH:25]3)[cH:26][cH:27]2)[cH:28]1)=[O:29])[c:30]1[cH:31][cH:32][cH:33][cH:34][cH:35]1.[c:36]1(-[c:47]2[cH:48][cH:49][cH:50][cH:51][cH:52]2)[cH:37][cH:38][c:39](-[c:42]2[o:43][cH:44][cH:45][cH:46]2)[cH:40][cH:41]1>>[c:36]1(-[c:47]2[cH:48][cH:49][cH:50][cH:51][cH:52]2)[cH:37][cH:38][c:39](-[c:42]2[o:43][c:44]([C:53]([C:54](=[O:55])[O:56][CH2:57][CH3:58])=[O:59])[cH:45][cH:46]2)[cH:40][cH:41]1. Starting materials: C(C)(C)(C)OC(=O)N1C[C@H]([C@@H](C1)C(=O)O)C(=O)O (trans-(3RS,4RS)-Pyrrolidine-1,3,4-tricarboxylic acid tert-butyl ester), ClC1=CC=C(N)C=C1 (4-chloroaniline), C(C)(C)N(C(C)C)CC (N,N-diisopropyl ethyl amin), 1-(3-dimethylaminopropyl)-3-ethylcarbodiimide hydrochloride EDCI, ON1N=NC2=C1C=CC=C2.C=1C=CC2=C(C1)N=NN2O (1-hydroxybenzotriazole HOBt). Solvent: C(C)#N (acetonitrile). Run at temperature 25 celsius, time 30 minute. Product: C(C)(C)(C)OC(=O)N1C[C@H]([C@@H](C1)C(NC1=CC=C(C=C1)Cl)=O)C(=O)O (trans-(3RS,4RS)-4-(4-Chlorophenylcarbamoyl)-pyrrolidine-1,3-dicarboxylic acid 1-tert-butyl ester). Reaction SMILES: [C:1]([O:5][C:6]([N:8]1[CH2:12][C@@H:11]([C:13]([OH:15])=[O:14])[C@H:10]([C:16]([OH:18])=O)[CH2:9]1)=[O:7])([CH3:4])([CH3:3])[CH3:2].C(N(CC)C(C)C)(C)C.ON1C2C=CC=CC=2N=N1.C1C=CC2N(O)N=NC=2C=1.[Cl:48][C:49]1[CH:55]=[CH:54][C:52]([NH2:53])=[CH:51][CH:50]=1>C(#N)C>[C:1]([O:5][C:6]([N:8]1[CH2:9][C@@H:10]([C:16](=[O:18])[NH:53][C:52]2[CH:54]=[CH:55][C:49]([Cl:48])=[CH:50][CH:51]=2)[C@H:11]([C:13]([OH:15])=[O:14])[CH2:12]1)=[O:7])([CH3:2])([CH3:3])[CH3:4] |f:2.3|. Procedure details: Compound 1c (2.25 g; 9 mmol) is suspended in acetonitrile (30 ml) and N,N-diisopropyl ethyl amin (3.03 ml; 17 mmol) is added at 25° C. After 20 min a clear solution is obtained and 1-(3-dimethylaminopropyl)-3-ethylcarbodiimide hydrochloride EDCI (2.0 g; 10 mmol) and 1-hydroxybenzotriazole HOBt (1.41 g; 10 mmol) is added. After stirring for 30 min at 25° C. 4-chloroaniline (1.11 g; 9 mmol) is added to the reaction mixture. The mixture is stirred for 18 h at 25° C., evaporated to dryness and disso... Starting materials: ice water, CC1=C(C(=CC=C1)C)O (2,6-dimethylphenol), FC=1C=C(C=CC1F)[N+](=O)[O-] (3,4-difluoronitrobenzene), C(=O)([O-])[O-].[K+].[K+] (K2CO3), S(=O)(=O)([O-])[O-].[Na+].[Na+] (sodium sulfate). The reagents and catalysts are [Zn] (Zn). Solvent: CS(=O)C (DMSO), CCOC(=O)C (EtOAc). Run at temperature 80 celsius, time 30 minute. Product: FC=1C=C(N)C=CC1OC1=C(C=CC=C1C)C (3-fluoro-4-(2,6-dimethyl-phenoxy)aniline). The yield is 88.8%. As a reaction SMILES: [CH3:1][C:2]1[CH:7]=[CH:6][CH:5]=[C:4]([CH3:8])[C:3]=1[OH:9].[F:10][C:11]1[CH:12]=[C:13]([N+:18]([O-])=O)[CH:14]=[CH:15][C:16]=1F.C([O-])([O-])=O.[K+].[K+].S([O-])([O-])(=O)=O.[Na+].[Na+]>[Zn].CCOC(C)=O.CS(C)=O>[F:10][C:11]1[CH:12]=[C:13]([CH:14]=[CH:15][C:16]=1[O:9][C:3]1[C:4]([CH3:8])=[CH:5][CH:6]=[CH:7][C:2]=1[CH3:1])[NH2:18] |f:2.3.4,5.6.7|. Reported procedure: Solid 2,6-dimethylphenol (42.4 g, 346 mmol) was added in portions to a stirred mixture of 3,4-difluoronitrobenzene (50.0 g, 314 mmol), K2CO3 (65.0 g, 138 mmol), and DMSO (500 mL). After the addition was complete, the mixture was heated to 80° C. for 8 h and then allowed to cool to rt. The mixture was poured into ice water, and the resulting precipitate was collected and dried. This material was dissolved in acetone (1 L), then 150 mL of saturated aqueous NH4Cl was added and the mixture was immer... Reactants: OC1=CC=C(C=C1)CCNC(C(CCC)OC1=CC(=C(C=C1)C#N)Cl)=O (2-(3-Chloro-4-cyano-phenoxy)-pentanoic acid [2-(4-hydroxy-phenyl)-ethyl]-amide). Yields the product OC1=CC=C(C=C1)CCNC([C@H](CCC)OC1=CC(=C(C=C1)C#N)Cl)=O ((S)-2-(3-Chloro-4-cyano-phenoxy)-pentanoic acid [2-(4-hydroxy-phenyl)ethyl]amide). As a reaction SMILES: [OH:1][C:2]1[CH:7]=[CH:6][C:5]([CH2:8][CH2:9][NH:10][C:11](=[O:26])[CH:12]([O:16][C:17]2[CH:22]=[CH:21][C:20]([C:23]#[N:24])=[C:19]([Cl:25])[CH:18]=2)[CH2:13][CH2:14][CH3:15])=[CH:4][CH:3]=1>O>[OH:1][C:2]1[CH:7]=[CH:6][C:5]([CH2:8][CH2:9][NH:10][C:11](=[O:26])[C@@H:12]([O:16][C:17]2[CH:22]=[CH:21][C:20]([C:23]#[N:24])=[C:19]([Cl:25])[CH:18]=2)[CH2:13][CH2:14][CH3:15])=[CH:4][CH:3]=1. The solvent is O (H2O). Procedure details: The product of Example 105 was prepared by chiral HPLC separation of the product of Example 103. MS: 373.1(M+1 for C20H21ClN2O3) LCMS: C-18 column (25% H2O/75% CH3CN. RT=0.91 min. Purity 99.9% Reactants: CCOC(=O)C(CNC(=O)OC(C)(C)C)Cc1ccc(OCCO)cc1, C1CCOC1, CCO, [Li+], [OH-]. Product: CC(C)(C)OC(=O)NCC(Cc1ccc(OCCO)cc1)C(=O)O. RXN SMILES: [C:4]([CH3:5])([CH3:6])([CH3:7])[O:8][C:9](=[O:10])[NH:11][CH2:12][CH:13]([C:14](=[O:15])[O:16][CH2:17][CH3:18])[CH2:19][c:20]1[cH:21][cH:22][c:23]([O:26][CH2:27][CH2:28][OH:29])[cH:24][cH:25]1.[CH2:32]1[O:33][CH2:34][CH2:35][CH2:36]1.[CH3:1][CH2:2][OH:3].[Li+:31].[OH-:30]>>[C:4]([CH3:5])([CH3:6])([CH3:7])[O:8][C:9](=[O:10])[NH:11][CH2:12][CH:13]([C:14](=[O:15])[OH:16])[CH2:19][c:20]1[cH:21][cH:22][c:23]([O:26][CH2:27][CH2:28][OH:29])[cH:24][cH:25]1.